Dataset: the Open Reaction Database (ORD), a public repository of structured organic reaction records. Task: describe an organic reaction: reactants, conditions, products, and yield The reactants are C(C)OCCOC1=CC=C(C=C1)C1=CC(=CC=C1OC(C)C)CO ([4′-(2-ethoxyethoxy)-6-isopropoxybiphenyl-3-yl]methanol). The reagents and catalysts are [O-2].[O-2].[Mn+4] (manganese dioxide). Solvent: O1CCCC1 (tetrahydrofuran). Yields the product C(C)OCCOC1=CC=C(C=C1)C1=CC(=CC=C1OC(C)C)C=O (4′-(2-ethoxyethoxy)-6-isopropoxybiphenyl-3-carbaldehyde). Yield: 81.2%. As a reaction SMILES: [CH2:1]([O:3][CH2:4][CH2:5][O:6][C:7]1[CH:12]=[CH:11][C:10]([C:13]2[C:18]([O:19][CH:20]([CH3:22])[CH3:21])=[CH:17][CH:16]=[C:15]([CH2:23][OH:24])[CH:14]=2)=[CH:9][CH:8]=1)[CH3:2]>O1CCCC1.[O-2].[O-2].[Mn+4]>[CH2:1]([O:3][CH2:4][CH2:5][O:6][C:7]1[CH:8]=[CH:9][C:10]([C:13]2[C:18]([O:19][CH:20]([CH3:21])[CH3:22])=[CH:17][CH:16]=[C:15]([CH:23]=[O:24])[CH:14]=2)=[CH:11][CH:12]=1)[CH3:2] |f:2.3.4|. Procedure: A solution of [4′-(2-ethoxyethoxy)-6-isopropoxybiphenyl-3-yl]methanol (0.90 g, 2.72 mmol) and manganese dioxide (2.7 g, 31.1 mmol) in tetrahydrofuran (40 mL) was stirred at room temperature for 2 hr. The insoluble material was filtered off, and the filtrate was concentrated under reduced pressure. The residue was subjected to silica gel column chromatography (ethyl acetate:hexane=1:19-3:7) to give the title compound (725 mg) as colorless needle crystals. yield 81%. Reactants: ClC1=CC=C(C=C1)C1C(N=C(N1)C1=C(C=C(C=C1)OC)OCC)CC1CCCC1 (5-(4-chloro-phenyl)-4-cyclopentylmethyl-2-(2-ethoxy-4-methoxy-phenyl)-4,5-dihydro-1H-imidazole), ClC1=CC=C(C=C1)C1C(N=C(N1C(=O)N1CCN(CC1)C)C1=C(C=C(C=C1)OC)OCC)CC1CCCC1 ([5-(4-chloro-phenyl)-4-cyclopentylmethyl-2-(2-ethoxy-4-methoxy-phenyl)-4,5-dihydro-imidazol-1-yl]-(4-methyl-piperazin-1-yl)-methanone). Product: ClC1=CC=C(C=C1)C1C(N=C(N1C(=O)N1CC(NCC1)=O)C1=C(C=C(C=C1)OC)OCC)CC1CCCC1 (4-[5-(4-Chloro-phenyl)-4-cyclopentylmethyl-2-(2-ethoxy-4-methoxy-phenyl)-4,5-dihydro-imidazole-1-carbonyl]-piperazin-2-one). RXN SMILES: ClC1C=CC(C2NC(C3C=CC([O:19]C)=CC=3OCC)=NC2CC2CCCC2)=CC=1.[Cl:30][C:31]1[CH:36]=[CH:35][C:34]([CH:37]2[N:41]([C:42]([N:44]3[CH2:49][CH2:48][N:47](C)[CH2:46][CH2:45]3)=[O:43])[C:40]([C:51]3[CH:56]=[CH:55][C:54]([O:57][CH3:58])=[CH:53][C:52]=3[O:59][CH2:60][CH3:61])=[N:39][CH:38]2[CH2:62][CH:63]2[CH2:67][CH2:66][CH2:65][CH2:64]2)=[CH:33][CH:32]=1>>[Cl:30][C:31]1[CH:32]=[CH:33][C:34]([CH:37]2[N:41]([C:42]([N:44]3[CH2:45][CH2:46][NH:47][C:48](=[O:19])[CH2:49]3)=[O:43])[C:40]([C:51]3[CH:56]=[CH:55][C:54]([O:57][CH3:58])=[CH:53][C:52]=3[O:59][CH2:60][CH3:61])=[N:39][CH:38]2[CH2:62][CH:63]2[CH2:64][CH2:65][CH2:66][CH2:67]2)=[CH:35][CH:36]=1. Procedure: 4-[5-(4-Chloro-phenyl)-4-cyclopentylmethyl-2-(2-ethoxy-4-methoxy-phenyl)-4,5-dihydro-imidazole-1-carbonyl]-piperazin-2-one was prepared from 5-(4-chloro-phenyl)-4-cyclopentylmethyl-2-(2-ethoxy-4-methoxy-phenyl)-4,5-dihydro-1H-imidazole (Example 9) in an analogous manner as described for the preparation of [5-(4-chloro-phenyl)-4-cyclopentylmethyl-2-(2-ethoxy-4-methoxy-phenyl)-4,5-dihydro-imidazol-1-yl]-(4-methyl-piperazin-1-yl)-methanone (Example 24). HR-MS (ES, m/z) observed 539.2423, calculated...